Task: describe an organic reaction: reactants, conditions, products, and yield. Dataset: the Open Reaction Database (ORD), a public repository of structured organic reaction records The reactants are [K+].[Br-] (KBr), C(C)OC(COC1=C2C=C(N(C2=CC2=C1C=CC=C2)CC2=CC=CC=C2)CC)=O ((1-benzyl-2-ethyl-1H-benzo[f]indol-4-yloxy)acetic acid ethyl ester), C(C1=CC=CC=C1)N1C(=CC=2C(C3=C(CC12)C=CC=C3)=O)CC (1-benzyl-2-ethyl-1,9-dihydrobenzo[f]indol-4-one), C([O-])([O-])=O.[Cs+].[Cs+] (cesium carbonate), BrCC(=O)OCC (ethyl bromoacetate). Run in CCOCC (ether), CN(C=O)C (N,N-dimethylformamide). Reaction conditions: time 20 hour. The product is C(C)OC(COC1=C2C(=C(N(C2=CC2=C1C=CC=C2)CC2=CC=CC=C2)CC)C(C(=O)N)=O)=O (2-[[3-(2-amino-1,2-dioxoethyl)-1-benzyl-2-ethyl-1H-benz[f]indol-4-yl]oxy]acetic acid ethyl ester). Isolated yield 48.0%. As a reaction SMILES: [K+].[Br-].[CH2:3]([O:5][C:6](=[O:31])[CH2:7][O:8][C:9]1[C:17]2[CH:18]=[CH:19][CH:20]=[CH:21][C:16]=2[CH:15]=[C:14]2[C:10]=1[CH:11]=[C:12]([CH2:29][CH3:30])[N:13]2[CH2:22][C:23]1[CH:28]=[CH:27][CH:26]=[CH:25][CH:24]=1)[CH3:4].C([N:39]1C2CC3C=CC=CC=3C(=O)C=2C=C1CC)C1C=CC=CC=1.[C:55](=[O:58])([O-])[O-].[Cs+].[Cs+].BrCC([O:65][CH2:66]C)=O>CN(C)C=O.CCOCC>[CH2:3]([O:5][C:6](=[O:31])[CH2:7][O:8][C:9]1[C:17]2[CH:18]=[CH:19][CH:20]=[CH:21][C:16]=2[CH:15]=[C:14]2[C:10]=1[C:11]([C:55](=[O:58])[C:66]([NH2:39])=[O:65])=[C:12]([CH2:29][CH3:30])[N:13]2[CH2:22][C:23]1[CH:24]=[CH:25][CH:26]=[CH:27][CH:28]=1)[CH3:4] |f:0.1,4.5.6|. Procedure: Commercially Available A. Preparation of N-(4-methoxynaphthalen-2-yl)-2,2-dimethylpropionamide. A solution of 3-amino-1-methoxynaphthalene (5.0 g, 29 mmol) in acetone (200 mL) was treated with pivaloyl chloride (4.0 mL, 33 mmol) and the resulting suspension stirred at room temperature for 1 h. Excess sodium bicarbonate was added and the resulting mixture stirred for 1 h, filtered, and reduced in vacuo to a volume of approximately 100 mL. The mixture was diluted with water and the resulting preci... The reactants are COC1=NC2=CC=CC=C2C=C1NC(OC1=CC=CC=C1)=S (Phenyl N-(2-methoxyquinolin-3-yl)thiocarbamate), ClC=1C=C(C=C(C1)Cl)N1CCNCC1 (1-(3,5-dichlorophenyl)piperazine). Yields the product COC1=NC2=CC=CC=C2C=C1NC(=S)N1CCN(CC1)C1=CC(=CC(=C1)Cl)Cl (1-[(2-Methoxyquinolin-3-yl)aminothiocarbonyl]-4-(3,5-dichlorophenyl)piperazine). Isolated yield 62.0%. As a reaction SMILES: [CH3:1][O:2][C:3]1[C:12]([NH:13][C:14](=[S:22])OC2C=CC=CC=2)=[CH:11][C:10]2[C:5](=[CH:6][CH:7]=[CH:8][CH:9]=2)[N:4]=1.[Cl:23][C:24]1[CH:25]=[C:26]([N:31]2[CH2:36][CH2:35][NH:34][CH2:33][CH2:32]2)[CH:27]=[C:28]([Cl:30])[CH:29]=1>>[CH3:1][O:2][C:3]1[C:12]([NH:13][C:14]([N:34]2[CH2:33][CH2:32][N:31]([C:26]3[CH:25]=[C:24]([Cl:23])[CH:29]=[C:28]([Cl:30])[CH:27]=3)[CH2:36][CH2:35]2)=[S:22])=[CH:11][C:10]2[C:5](=[CH:6][CH:7]=[CH:8][CH:9]=2)[N:4]=1. Procedure: Phenyl N-(2-methoxyquinolin-3-yl)thiocarbamate and 1-(3,5-dichlorophenyl)piperazine were reacted by the same way with the example 109 to obtain the titled compound. The reactants are BrCC1=CC=C(C(=C1C(=O)OC(C)(C)C)OC(=O)OC(C)(C)C)C(F)(F)F (tert-butyl 6-(bromomethyl)-2-[(tert-butoxycarbonyl)oxy]-3-(trifluoromethyl)benzoate), OC1=CC=C(C=C1)C1=CC=C(S1)CC(=O)OCC (ethyl [5-(4-hydroxyphenyl)-2-thienyl]acetate). Product: C(C)(C)(C)OC(=O)C1=C(COC2=CC=C(C=C2)C2=CC=C(S2)CC(=O)O)C=CC(=C1O)C(F)(F)F ([5-(4-{[2-(tert-Butoxycarbonyl)-3-hydroxy-4-(trifluoromethyl)benzyl]oxy}phenyl)-2-thienyl]acetic acid). Yield: 14.0%. As a reaction SMILES: Br[CH2:2][C:3]1[C:8]([C:9]([O:11][C:12]([CH3:15])([CH3:14])[CH3:13])=[O:10])=[C:7]([O:16]C(OC(C)(C)C)=O)[C:6]([C:24]([F:27])([F:26])[F:25])=[CH:5][CH:4]=1.[OH:28][C:29]1[CH:34]=[CH:33][C:32]([C:35]2[S:39][C:38]([CH2:40][C:41]([O:43]CC)=[O:42])=[CH:37][CH:36]=2)=[CH:31][CH:30]=1>>[C:12]([O:11][C:9]([C:8]1[C:7]([OH:16])=[C:6]([C:24]([F:27])([F:25])[F:26])[CH:5]=[CH:4][C:3]=1[CH2:2][O:28][C:29]1[CH:30]=[CH:31][C:32]([C:35]2[S:39][C:38]([CH2:40][C:41]([OH:43])=[O:42])=[CH:37][CH:36]=2)=[CH:33][CH:34]=1)=[O:10])([CH3:13])([CH3:14])[CH3:15]. Procedure: According to a method similar to Example (2-3), Example (33-5) and Example (17-4), from tert-butyl 6-(bromomethyl)-2-[(tert-butoxycarbonyl)oxy]-3-(trifluoromethyl)benzoate (366 mg, 0.8 mmol) obtained in Example (28-5) and ethyl [5-(4-hydroxyphenyl)-2-thienyl]acetate (211 mg, 0.8 mmol) obtained in Example (28-6), the title compound was obtained as a colorless powder (56 mg, three-step total yield: 14%). Procedure details: To 100 mg (0.30 mmol) of the product of Step A [1-(5-phenyl-2H-pyrazol-3-ylcarbamoyl)-ethyl]-carbamic acid tert-butyl ester was added 1 ml of 4N HCl dioxane solution (Aldrich) at ambient temperature. The reaction was allowed to stir for 3 hours. After evaporation to dryness and trituration with ether, 73 mg of amino-N-(5-phenyl-2H-pyrazol-3-yl)-propionamide dihydrochloride was obtained as a white powder (80%) (MS: 231[P+1]/229 [P−1])(RF=0.2 on silica TLC (9/1 Chloroform/Methanol). Reaction SMILES: C(OC(=O)[NH:7][CH:8]([C:10](=[O:23])[NH:11][C:12]1[NH:13][N:14]=[C:15]([C:17]2[CH:22]=[CH:21][CH:20]=[CH:19][CH:18]=2)[CH:16]=1)[CH3:9])(C)(C)C.O1CCOCC1.[ClH:31]>>[ClH:31].[ClH:31].[NH2:7][CH:8]([CH3:9])[C:10]([NH:11][C:12]1[NH:13][N:14]=[C:15]([C:17]2[CH:22]=[CH:21][CH:20]=[CH:19][CH:18]=2)[CH:16]=1)=[O:23] |f:1.2,3.4.5|. Conditions: time 3 hour. Yields the product Cl.Cl.NC(C(=O)NC=1NN=C(C1)C1=CC=CC=C1)C (amino-N-(5-phenyl-2H-pyrazol-3-yl)-propionamide dihydrochloride). Reactants: product, C(C)(C)(C)OC(NC(C)C(NC=1NN=C(C1)C1=CC=CC=C1)=O)=O ([1-(5-phenyl-2H-pyrazol-3-ylcarbamoyl)-ethyl]-carbamic acid tert-butyl ester), O1CCOCC1.Cl (HCl dioxane). The reactants are C1CCOC1, CON(C)C(=O)C(C)NC(=O)OCc1ccccc1, FC(F)(F)c1cc(Br)cc(C(F)(F)F)c1. Product: CC(NC(=O)OCc1ccccc1)C(=O)c1cc(C(F)(F)F)cc(C(F)(F)F)c1. As a reaction SMILES: [CH2:35]1[O:36][CH2:37][CH2:38][CH2:39]1.[CH3:1][O:2][N:3]([C:4]([CH:5]([CH3:6])[NH:7][C:8]([O:9][CH2:10][c:11]1[cH:12][cH:13][cH:14][cH:15][cH:16]1)=[O:17])=[O:18])[CH3:19].[F:20][C:21]([c:22]1[cH:23][c:24]([Br:32])[cH:25][c:26]([C:28]([F:29])([F:30])[F:31])[cH:27]1)([F:33])[F:34]>>[C:4]([CH:5]([CH3:6])[NH:7][C:8]([O:9][CH2:10][c:11]1[cH:12][cH:13][cH:14][cH:15][cH:16]1)=[O:17])(=[O:18])[c:24]1[cH:23][c:22]([C:21]([F:20])([F:33])[F:34])[cH:27][c:26]([C:28]([F:29])([F:30])[F:31])[cH:25]1. Reactants: CCCCNC(N)=O, [H-], [Na+], O=C(NCCc1ccccc1)N1Cc2ccccc2C1=O, C1CCOC1, O=S(=O)(O)Cl. The product is CCCCNC(=O)NS(=O)(=O)c1ccc(CCNC(=O)N2Cc3ccccc3C2=O)cc1. Reaction SMILES: [CH2:1]([CH2:2][CH2:3][CH3:4])[NH:5][C:6](=[O:7])[NH2:8].[H-:9].[Na+:10].[O:16]=[C:17]1[N:18]([C:26](=[O:27])[NH:28][CH2:29][CH2:30][c:31]2[cH:32][cH:33][cH:34][cH:35][cH:36]2)[CH2:19][c:20]2[cH:21][cH:22][cH:23][cH:24][c:25]21.[O:37]1[CH2:38][CH2:39][CH2:40][CH2:41]1.[S:11](=[O:12])([Cl:13])([OH:14])=[O:15]>>[CH2:1]([CH2:2][CH2:3][CH3:4])[NH:5][C:6](=[O:7])[NH:8][S:11](=[O:12])(=[O:14])[c:34]1[cH:33][cH:32][c:31]([CH2:30][CH2:29][NH:28][C:26]([N:18]2[C:17](=[O:16])[c:25]3[c:20]([cH:21][cH:22][cH:23][cH:24]3)[CH2:19]2)=[O:27])[cH:36][cH:35]1. Reactants: [O-]CC.[Na+] (sodium ethoxide), Cl.ClC1=CC=C(C(=N)N)C=C1 (4-chlorobenzamidine hydrochloride), C(C)OC(C(C(=O)OCC)C)=O (diethylmethylmalonate), Cl (hydrochloric acid). Run in C(C)O (ethanol), C(C)O (ethanol). Run at temperature 40 celsius, time 44 hour. The product is ClC1=CC=C(C=C1)C1=NC(=C(C(=N1)O)C)O (2-(4-Chlorophenyl)-5-methylpyrimidine-4,6-diol). RXN SMILES: [O-]CC.[Na+].Cl.[Cl:6][C:7]1[CH:15]=[CH:14][C:10]([C:11]([NH2:13])=[NH:12])=[CH:9][CH:8]=1.C([O:18][C:19](=O)[CH:20]([CH3:26])[C:21](OCC)=[O:22])C.Cl>C(O)C>[Cl:6][C:7]1[CH:15]=[CH:14][C:10]([C:11]2[N:13]=[C:19]([OH:18])[C:20]([CH3:26])=[C:21]([OH:22])[N:12]=2)=[CH:9][CH:8]=1 |f:0.1,2.3|. Procedure details: To ethanol (20 ml) was added sodium ethoxide solution (7.76 ml of a 21% wt solution in ethanol), 4-chlorobenzamidine hydrochloride (1.0 g) and diethylmethylmalonate (0.89 ml). The suspension was stirred at 40° C. in an inert atmosphere for 44 hrs after which time it was cooled to 5° C. and treated dropwise with concentrated hydrochloric acid to a pH of 2. The resulting suspension was filtered and washed with excess water, then ethanol (20 ml) and diethyl ether (20 ml) affording the title compoun... The reactants are Cl (hydrochloric acid), CC1=C(C(=CC=C1)C)OCC1=NOC(=C1COC1=CC=C(C=C1)C=1C=C2C=CC(=NC2=CC1)C(=O)OC)C(C)C (methyl 6-[4-({[3-{[(2,6-dimethylphenyl)oxy]methyl}-5-(1-methylethyl)-4-isoxazolyl]methyl}oxy)phenyl]-2-quinolinecarboxylate), O1CCCC1 (tetrahydrofuran), [OH-].[Na+] (sodium hydroxide). The solvent is CO (methanol). Run at temperature 120 celsius. The product is CC1=C(C(=CC=C1)C)OCC1=NOC(=C1COC1=CC=C(C=C1)C=1C=C2C=CC(=NC2=CC1)C(=O)O)C(C)C (6-[4-({[3-{[(2,6-dimethylphenyl)oxy]methyl}-5-(1-methylethyl)-4-isoxazolyl]methyl}oxy)phenyl]-2-quinolinecarboxylic acid). Isolated yield 62.3%. Reaction SMILES: [CH3:1][C:2]1[CH:7]=[CH:6][CH:5]=[C:4]([CH3:8])[C:3]=1[O:9][CH2:10][C:11]1[C:15]([CH2:16][O:17][C:18]2[CH:23]=[CH:22][C:21]([C:24]3[CH:25]=[C:26]4[C:31](=[CH:32][CH:33]=3)[N:30]=[C:29]([C:34]([O:36]C)=[O:35])[CH:28]=[CH:27]4)=[CH:20][CH:19]=2)=[C:14]([CH:38]([CH3:40])[CH3:39])[O:13][N:12]=1.O1CCCC1.[OH-].[Na+].Cl>CO>[CH3:1][C:2]1[CH:7]=[CH:6][CH:5]=[C:4]([CH3:8])[C:3]=1[O:9][CH2:10][C:11]1[C:15]([CH2:16][O:17][C:18]2[CH:19]=[CH:20][C:21]([C:24]3[CH:25]=[C:26]4[C:31](=[CH:32][CH:33]=3)[N:30]=[C:29]([C:34]([OH:36])=[O:35])[CH:28]=[CH:27]4)=[CH:22][CH:23]=2)=[C:14]([CH:38]([CH3:40])[CH3:39])[O:13][N:12]=1 |f:2.3|. Reported procedure: To a solution of methyl 6-[4-({[3-{[(2,6-dimethylphenyl)oxy]methyl}-5-(1-methylethyl)-4-isoxazolyl]methyl}oxy)phenyl]-2-quinolinecarboxylate (23 mg, 0.043 mmol) in 2:1 tetrahydrofuran:methanol (0.75 mL) was added 1 N sodium hydroxide (0.064 mL, 0.064 mmol). The solution was heated in a microwave reactor at 120° C. for 500 seconds. The mixture was concentrated and water was added followed by 1 N hydrochloric acid (0.064 mL, 0.064 mmol). The mixture was extracted with ethyl acetate and the combine... The reactants are BrCCCN1C(C=2C(C1=O)=CC=CC2)=O (N-(3-bromopropyl)phthalimide), C(C)OCC (diethyl ether), [H-].[Na+] (sodium hydride), N1(CCCCC1)CC=1C=C(C=CC1)O (3-(1-piperidinomethyl)phenol). The solvent is CN(C=O)C (N,N-dimethylformamide), O (water), CN(C=O)C (N,N-dimethylformamide), CN(C=O)C (N,N-dimethylformamide). Conditions: time 30 minute. The product is N1(CCCCC1)CC=1C=C(OCCCN2C(C=3C(C2=O)=CC=CC3)=O)C=CC1 (N-[3-[3-(piperidinomethyl)-phenoxy]propyl]phthalimide). Isolated yield 85.8%. RXN SMILES: [H-].[Na+].[N:3]1([CH2:9][C:10]2[CH:11]=[C:12]([OH:16])[CH:13]=[CH:14][CH:15]=2)[CH2:8][CH2:7][CH2:6][CH2:5][CH2:4]1.Br[CH2:18][CH2:19][CH2:20][N:21]1[C:25](=[O:26])[C:24]2=[CH:27][CH:28]=[CH:29][CH:30]=[C:23]2[C:22]1=[O:31].C(OCC)C>CN(C)C=O.O>[N:3]1([CH2:9][C:10]2[CH:11]=[C:12]([CH:13]=[CH:14][CH:15]=2)[O:16][CH2:18][CH2:19][CH2:20][N:21]2[C:25](=[O:26])[C:24]3=[CH:27][CH:28]=[CH:29][CH:30]=[C:23]3[C:22]2=[O:31])[CH2:8][CH2:7][CH2:6][CH2:5][CH2:4]1 |f:0.1|. Reported procedure: In an argon stream, 2.2 g of 60% sodium hydride was suspended in 20 ml of N,N-dimethylformamide. The suspension was added dropwise to a solution of 9.6 g of the 3-(1-piperidinomethyl)phenol obtained in Reference Example 1 in 30 ml of N,N-dimethylformamide, followed by stirring at room temperature for 30 minutes. Next, a solution of 14.7 g of N-(3-bromopropyl)phthalimide in 50 ml of N,N-dimethylformamide was added dropwise to the mixture, and the resulting mixture was stirred at 65° C. for 8 hour...